Dataset: the Open Reaction Database (ORD), a public repository of structured organic reaction records. Task: describe an organic reaction: reactants, conditions, products, and yield Product: BrC=1C=C(C=CC1)C(C1=NC2=C(N1)C=CC=C2)SC=2CCN(CC2)C (2-[(3-bromophenyl)(1-methyl-1,2,3,6-tetrahydropyridin-4-ylsulfanyl)methyl]-1H-benzimidazole). RXN SMILES: [C:1]1([NH2:8])[CH:6]=[CH:5][CH:4]=[CH:3][C:2]=1[NH2:7].C[Al](C)C.CO[C:15](=O)[CH:16]([C:25]1[CH:30]=[CH:29][CH:28]=[C:27]([Br:31])[CH:26]=1)[S:17][C:18]1[CH2:19][CH2:20][N:21]([CH3:24])[CH2:22][CH:23]=1.[OH-].[Na+]>C1(C)C=CC=CC=1.O>[Br:31][C:27]1[CH:26]=[C:25]([CH:16]([S:17][C:18]2[CH2:23][CH2:22][N:21]([CH3:24])[CH2:20][CH:19]=2)[C:15]2[NH:8][C:1]3[CH:6]=[CH:5][CH:4]=[CH:3][C:2]=3[N:7]=2)[CH:30]=[CH:29][CH:28]=1 |f:3.4|. Reaction conditions: temperature 75 celsius, time 3 hour. Starting materials: COC(C(SC=1CCN(CC1)C)C1=CC(=CC=C1)Br)=O ((3-bromophenyl)(1-methyl-1,2,3,6-tetrahydropyridin-4-ylsulfanyl)acetic acid methyl ester), C1(=C(C=CC=C1)N)N (1,2-phenylenediamine), C[Al](C)C (trimethylaluminium), [OH-].[Na+] (sodium hydroxide). Procedure: To a solution of 1,2-phenylenediamine (213 mg) in toluene (2 mL) is added dropwise a solution of 2M trimethylaluminium in toluene (1 ml). The reaction mixture is heated at 75° C. for 2 hours then a solution of (3-bromophenyl)(1-methyl-1,2,3,6-tetrahydropyridin-4-ylsulfanyl)acetic acid methyl ester (example 530B, 358 mg) in toluene (2 mL) is added, and the heating is continued at 75° C. for 3 hours. Water is added and the reaction mixture is made alkaline by adding 1N sodium hydroxide. The aqueou... The solvent is C1(=CC=CC=C1)C (toluene), O (Water), C1(=CC=CC=C1)C (toluene), C1(=CC=CC=C1)C (toluene). Reactants: C(C)OC(C(C)(OC1=C(C=C(C=C1)CN(C)C1=C(N=C(S1)C1=CC=C(C=C1)C(F)(F)F)C)C)C)=O (2-Methyl-2-(2-methyl-4-{([4-methyl-2-(4-trifluoromethylphenyl)thiazol-5-yl][methyl]amino)methyl}phenoxy)propionic acid ethyl ester), [OH-].[Na+] (NaOH). The solvent is CCO (EtOH). Reaction conditions: temperature 60 celsius, time 2 hour. The product is CC(C(=O)O)(C)OC1=C(C=C(C=C1)CN(C)C1=C(N=C(S1)C1=CC=C(C=C1)C(F)(F)F)C)C (2-Methyl-2-(2-methyl-4-{([4-methyl-2(4-trifluoromethylphenyl)thiazol-5-yl][methyl]amino)methyl}phenoxy)propionic acid). Isolated yield 4.2%. RXN SMILES: C([O:3][C:4](=[O:35])[C:5]([CH3:34])([O:7][C:8]1[CH:13]=[CH:12][C:11]([CH2:14][N:15]([C:17]2[S:21][C:20]([C:22]3[CH:27]=[CH:26][C:25]([C:28]([F:31])([F:30])[F:29])=[CH:24][CH:23]=3)=[N:19][C:18]=2[CH3:32])[CH3:16])=[CH:10][C:9]=1[CH3:33])[CH3:6])C.[OH-].[Na+]>CCO>[CH3:34][C:5]([O:7][C:8]1[CH:13]=[CH:12][C:11]([CH2:14][N:15]([C:17]2[S:21][C:20]([C:22]3[CH:23]=[CH:24][C:25]([C:28]([F:30])([F:31])[F:29])=[CH:26][CH:27]=3)=[N:19][C:18]=2[CH3:32])[CH3:16])=[CH:10][C:9]=1[CH3:33])([CH3:6])[C:4]([OH:35])=[O:3] |f:1.2|. Procedure details: To a solution of example 102 (50 mg, 0.5 mmol) in EtOH (20 mL) was added excess of a 1N NaOH solution and the mixture was stirred at 60° C. for 2 h. The reaction was cooled, evaporated to dryness, the residue taken up with water, neutralized with 1N HCl to pH 7 and then extracted with CH2Cl2. The organic layer was dried over Na2SO4, filtered and the solvent removed under vacuum. The residue was then chromatographed eluting with CH2Cl2 (100%) then CH2Cl2/MeOH (98/2) and finally CH2Cl2/MeOH (95/5)... Starting materials: C(C1=CC=CC=C1)(=O)OCCO (ethylene glycol monobenzoate), N1=CC=CC=C1 (pyridine), C(CCCCCCCCCCC)(=O)Cl (lauroyl chloride), C(CCCCCCCCCCC)(=O)Cl (lauroyl chloride). Run in C1=CC=CC=C1 (benzene). Yields the product C(CCCCCCCCCCC)(=O)OCCOC(C1=CC=CC=C1)=O (2-Benzoyloxyethyl laurate). As a reaction SMILES: [C:1]([O:9][CH2:10][CH2:11][OH:12])(=[O:8])[C:2]1[CH:7]=[CH:6][CH:5]=[CH:4][CH:3]=1.N1C=CC=CC=1.[C:19](Cl)(=[O:31])[CH2:20][CH2:21][CH2:22][CH2:23][CH2:24][CH2:25][CH2:26][CH2:27][CH2:28][CH2:29][CH3:30]>C1C=CC=CC=1>[C:19]([O:12][CH2:11][CH2:10][O:9][C:1](=[O:8])[C:2]1[CH:7]=[CH:6][CH:5]=[CH:4][CH:3]=1)(=[O:31])[CH2:20][CH2:21][CH2:22][CH2:23][CH2:24][CH2:25][CH2:26][CH2:27][CH2:28][CH2:29][CH3:30]. Reported procedure: To sixteen grams (0.1 mole) of ethylene glycol monobenzoate containing 20 gms (0.25 mole) of pyridine was added 22 gms (0.1 mole) of lauroyl chloride with stirring. With the final addition of lauroyl chloride approximately 50 ml of benzene was added and the mixture stirred for 1 hour. The pyridine hydrochloride was filtered off and the product water washed to remove residual pyridine. The benzene solution was dried over anhydrous sodium sulfate and percolated through a column filled with activat... Reactants: II (Iodine), N1=CC=CC=C1 (pyridine), IC1=C(C(NCC2=NC=CC=C2)=S)C=CC=C1C (2-iodo-3-methyl-N-(pyridin-2-ylmethyl)benzothioamide). Run in C1CCOC1 (THF), C([O-])(O)=O.[Na+] (sodium bicarbonate), S(=O)([O-])[O-].[Na+].[Na+] (sodium sulfite). Run at time 15 minute. Product: IC1=C(C=CC=C1C)C1=NC=C2N1C=CC=C2 (3-(2-iodo-3-methylphenyl)imidazo[1,5-a]pyridine). Reaction SMILES: II.N1C=CC=CC=1.[I:9][C:10]1[C:25]([CH3:26])=[CH:24][CH:23]=[CH:22][C:11]=1[C:12](=S)[NH:13][CH2:14][C:15]1[CH:20]=[CH:19][CH:18]=[CH:17][N:16]=1>C1COCC1.C(=O)(O)[O-].[Na+].S([O-])([O-])=O.[Na+].[Na+]>[I:9][C:10]1[C:25]([CH3:26])=[CH:24][CH:23]=[CH:22][C:11]=1[C:12]1[N:16]2[CH:17]=[CH:18][CH:19]=[CH:20][C:15]2=[CH:14][N:13]=1 |f:4.5,6.7.8|. Procedure details: Iodine (0.827 g, 3.26 mmol) and pyridine (0.263 mL, 3.26 mmol) were added to 2-iodo-3-methyl-N-(pyridin-2-ylmethyl)benzothioamide (0.40 g, 1.086 mmol) in THF (2.2 mL) at 0° C. The solution was allowed to warm to RT and stirred 15 min. The reaction mixture was diluted with saturated sodium bicarbonate and aq. sodium sulfite and extracted with EtOAc. The combined organic extracts were washed with saturated sodium bicarbonate, water, saturated sodium chloride, and dried over sodium sulfate. The sol... Starting materials: BrCCCCCCCCCCCOC1=CC=C(C=C1)C1CCC(CC1)O (4-[4-(11-Bromo-undecyloxy)-phenyl]-cyclohexanol), C(CCCCCCC)OC1=CC=C(C(=O)Cl)C=C1 (4-Octyloxy-benzoyl chloride). The reagents and catalysts are CN(C)C=1C=CN=CC1 (DMAP). Run in C(Cl)Cl (CH2Cl2). Yields the product BrCCCCCCCCCCCOC1=CC=C(C=C1)C1CCC(CC1)OC(C1=CC=C(C=C1)OCCCCCCCC)=O (4-Octyloxy-benzoic acid 4-[4-(11-bromo-undecyloxy)-phenyl]-cyclohexyl ester). The yield is 81.9%. As a reaction SMILES: [Br:1][CH2:2][CH2:3][CH2:4][CH2:5][CH2:6][CH2:7][CH2:8][CH2:9][CH2:10][CH2:11][CH2:12][O:13][C:14]1[CH:19]=[CH:18][C:17]([CH:20]2[CH2:25][CH2:24][CH:23]([OH:26])[CH2:22][CH2:21]2)=[CH:16][CH:15]=1.[CH2:27]([O:35][C:36]1[CH:44]=[CH:43][C:39]([C:40](Cl)=[O:41])=[CH:38][CH:37]=1)[CH2:28][CH2:29][CH2:30][CH2:31][CH2:32][CH2:33][CH3:34]>C(Cl)Cl.CN(C1C=CN=CC=1)C>[Br:1][CH2:2][CH2:3][CH2:4][CH2:5][CH2:6][CH2:7][CH2:8][CH2:9][CH2:10][CH2:11][CH2:12][O:13][C:14]1[CH:19]=[CH:18][C:17]([CH:20]2[CH2:21][CH2:22][CH:23]([O:26][C:40](=[O:41])[C:39]3[CH:38]=[CH:37][C:36]([O:35][CH2:27][CH2:28][CH2:29][CH2:30][CH2:31][CH2:32][CH2:33][CH3:34])=[CH:44][CH:43]=3)[CH2:24][CH2:25]2)=[CH:16][CH:15]=1. Procedure details: 3 g (7.05 mmol) of 4-[4-(11-Bromo-undecyloxy)-phenyl]-cyclohexanol obtained in Step 2 and 2.02 g (7.52 mmol) of 4-Octyloxy-benzoyl chloride are dissolved in 100 mL of dry CH2Cl2. 0.95 g (7.52 mmol) of DMAP are added. The mixture is stirred at room temperature over night. The solvent is distilled off and then the resulting product is purified by column chromatography on silica gel using CH2Cl2 as eluent to give a pure product as a white solid (3.8 g, 82% yield).